Dataset: the Open Reaction Database (ORD), a public repository of structured organic reaction records. Task: describe an organic reaction: reactants, conditions, products, and yield Isolated yield 65.5%. Conditions: time 20 minute. Reactants: FC(C(I)(F)F)(F)F (pentafluoroiodoethane), C[Li].[Br-].[Li+] (methyllithium lithium bromide), BrC=1C=C(C=CC1F)C=CC(=O)N(C)OC (3-(3-bromo-4-fluoro-phenyl)-N-methoxy-N-methylacrylamide). Yields the product BrC=1C=C(C=CC1F)C=CC(C(C(F)(F)F)(F)F)=O (1-(3-bromo-4-fluoro-phenyl)-4,4,5,5,5-pentafluoro-pent-1-en-3-one). Reported procedure: To a saturated solution of pentafluoroiodoethane (0.84 M, in diethyl ether) (37.7 mL, 32.9 mmol), was slowly added a solution of methyllithium/lithium bromide (1.5 M, in diethyl ether) (21.9 mL, 32.9 mmol) under nitrogen atmosphere at −78° C. The reaction mixture was stirred for 20 minutes and then a solution of 3-(3-bromo-4-fluoro-phenyl)-N-methoxy-N-methylacrylamide (3.2 g, 11.0 mmol, in tetrahydrofuran 10.0 mL) prepared in Step 3 was slowly added thereto at −78° C. The reaction mixture was st... As a reaction SMILES: [F:1][C:2]([F:8])([F:7])[C:3]([F:6])([F:5])I.C[Li].[Br-].[Li+].[Br:13][C:14]1[CH:15]=[C:16]([CH:21]=[CH:22][C:23](N(OC)C)=[O:24])[CH:17]=[CH:18][C:19]=1[F:20]>>[Br:13][C:14]1[CH:15]=[C:16]([CH:21]=[CH:22][C:23](=[O:24])[C:3]([F:6])([F:5])[C:2]([F:8])([F:7])[F:1])[CH:17]=[CH:18][C:19]=1[F:20] |f:1.2.3|.